Dataset: the Open Reaction Database (ORD), a public repository of structured organic reaction records. Task: describe an organic reaction: reactants, conditions, products, and yield Starting materials: N1=NC=C(C2=CC=CC=C12)C(=O)O (Cinnoline-4-carboxylic Acid), C([O-])([O-])=O.[K+].[K+] (potassium carbonate), C (charcoal). Run in O (water). Conditions: time 1 hour. Product: N1=NC=C(C2=CC=CC=C12)C(=O)[O-].[K+] (Potassium Cinnoline-4-carboxylate). RXN SMILES: [N:1]1[C:10]2[C:5](=[CH:6][CH:7]=[CH:8][CH:9]=2)[C:4]([C:11]([OH:13])=[O:12])=[CH:3][N:2]=1.C(=O)([O-])[O-].[K+:18].[K+].C>O>[N:1]1[C:10]2[C:5](=[CH:6][CH:7]=[CH:8][CH:9]=2)[C:4]([C:11]([O-:13])=[O:12])=[CH:3][N:2]=1.[K+:18] |f:1.2.3,6.7|. Procedure: 5.10 g of (1) was added over 30 minutes to a vigorously stirred solution of 2.02 g of potassium carbonate in 25 ml of water, at room temperature. The resulting mixture was stirred for one hour at room temperature, then treated with charcoal, and after filtration the water was evaporated. The residue was azeotropically distilled with toluene and dried at 70° C. under reduced pressure, to give 2, as a light tan powder, m.p.: above 280° C.